This data is from the Open Reaction Database (ORD), a public repository of structured organic reaction records. The task is: describe an organic reaction: reactants, conditions, products, and yield The reactants are O=C(CCCN1CCC(NC(=O)c2ccccc2)CC1)c1ccccc1, Cl. The product is NC1CCN(CCCC(=O)c2ccccc2)CC1. Reaction SMILES: [C:1](=[O:2])([c:3]1[cH:4][cH:5][cH:6][cH:7][cH:8]1)[NH:9][CH:10]1[CH2:11][CH2:12][N:13]([CH2:16][CH2:17][CH2:18][C:19](=[O:20])[c:21]2[cH:22][cH:23][cH:24][cH:25][cH:26]2)[CH2:14][CH2:15]1.[ClH:27]>>[NH2:9][CH:10]1[CH2:11][CH2:12][N:13]([CH2:16][CH2:17][CH2:18][C:19](=[O:20])[c:21]2[cH:22][cH:23][cH:24][cH:25][cH:26]2)[CH2:14][CH2:15]1. Starting materials: ClC(Cl)(Cl)Cl, CCOC(=S)CC(C)(C)CCc1ccccc1, O=C1CCC(=O)N1Cl. The product is CCOC(=S)CC(C)(C)CC(Cl)c1ccccc1. Reaction SMILES: [C:26]([Cl:27])([Cl:28])([Cl:29])[Cl:30].[CH3:1][C:2]([CH2:3][C:4](=[S:5])[O:6][CH2:7][CH3:8])([CH2:9][CH2:10][c:11]1[cH:12][cH:13][cH:14][cH:15][cH:16]1)[CH3:17].[Cl:18][N:19]1[C:20](=[O:21])[CH2:22][CH2:23][C:24]1=[O:25]>>[CH3:1][C:2]([CH2:3][C:4](=[S:5])[O:6][CH2:7][CH3:8])([CH2:9][CH:10]([c:11]1[cH:12][cH:13][cH:14][cH:15][cH:16]1)[Cl:18])[CH3:17]. The reactants are solution, C(C1=CC=CC=C1)OC1=C(SC(=C1)C(C)C)C(=O)C1=CC=C(C=C1)OC ((3-benzyloxy-5-isopropyl-thiophen-2-yl)-(4-methoxy-phenyl)-methanone), O (water). The solvent is ClCCl (dichloromethane), ClCCl (dichloromethane). Conditions: temperature 22 celsius, time 1.5 hour. Yields the product OC1=C(SC(=C1)C(C)C)C(=O)C1=CC=C(C=C1)OC ((3-Hydroxy-5-isopropyl-thiophen-2-yl)-(4-methoxy-phenyl)-methanone). RXN SMILES: C([O:8][C:9]1[CH:13]=[C:12]([CH:14]([CH3:16])[CH3:15])[S:11][C:10]=1[C:17]([C:19]1[CH:24]=[CH:23][C:22]([O:25][CH3:26])=[CH:21][CH:20]=1)=[O:18])C1C=CC=CC=1.O>ClCCl>[OH:8][C:9]1[CH:13]=[C:12]([CH:14]([CH3:16])[CH3:15])[S:11][C:10]=1[C:17]([C:19]1[CH:20]=[CH:21][C:22]([O:25][CH3:26])=[CH:23][CH:24]=1)=[O:18]. Reported procedure: 1.00 g of (3-benzyloxy-5-isopropyl-thiophen-2-yl)-(4-methoxy-phenyl)-methanone was dissolved in 20 ml of dichloromethane. 2.73 ml of a 1 molar solution of boron tribromide-dimethyl sulfide complex in dichloromethane were added to the reaction solution. The solution was stirred at 22° C. for 1.5 h. The reaction mixture was poured into 50 ml of water, and the mixture was extracted twice with 30 ml of dichloromethane each time. The combined organic phase was extracted twice with 30 ml of saturated ... Starting materials: O (Water), CC=1NC(=NN1)N (5-methyl-4H-1,2,4-triazol-3-amine), C1(CCC1)=O (cyclobutanone), C(#N)[BH3-].[Na+] (sodium cyanoborohydride). Run in C(C)(=O)O (acetic acid). Conditions: time 16 hour. The product is C1(CCC1)NC1=NN=C(N1)C (N-cyclobutyl-5-methyl-4H-1,2,4-triazol-3-amine). Isolated yield 61.9%. Reaction SMILES: [CH3:1][C:2]1[NH:3][C:4]([NH2:7])=[N:5][N:6]=1.[C:8]1(=O)[CH2:11][CH2:10][CH2:9]1.C([BH3-])#N.[Na+].O>C(O)(=O)C>[CH:8]1([NH:7][C:4]2[NH:3][C:2]([CH3:1])=[N:6][N:5]=2)[CH2:11][CH2:10][CH2:9]1 |f:2.3|. Procedure: To a solution (30 mL) of 5-methyl-4H-1,2,4-triazol-3-amine (2.5 g) and cyclobutanone (2.1 g) in acetic acid was added sodium cyanoborohydride (8.1 g), and the mixture was stirred at room temperature for 16 hr. Water was added to the reaction mixture, and the solvent was evaporated under reduced pressure. The obtained residue was poured into saturated aqueous sodium hydrogen carbonate, and the mixture was extracted with a mixed solvent of ethyl acetate and isopropyl alcohol (3:1). The obtained ex... Reactants: C1(=CC=CC=C1O)C (o-cresol), C=O (formalin), [OH-].[Na+] (sodium hydroxide), O (water), C(C)(=O)O (acetic acid). The product is OCC1=C(C(=CC(=C1)C)CO)O (2,6-bis(hydroxymethyl)-4-methylphenol). RXN SMILES: [C:1]1([CH3:8])[C:6](O)=[CH:5][CH:4]=[CH:3][CH:2]=1.[CH2:9]=[O:10].[OH-:11].[Na+].[OH2:13].[C:14](O)(=O)C>>[OH:10][CH2:9][C:3]1[CH:4]=[C:5]([CH3:14])[CH:6]=[C:1]([CH2:8][OH:11])[C:2]=1[OH:13] |f:2.3|. Reported procedure: 108 g of o-cresol, 215 g of 38 wt% formalin, 50 g of sodium hydroxide, and 200 g of water were reacted for 96 hours at 25° C., and the reaction mixture was then neutralized with acetic acid, to obtain 126 g of 2,6-bis(hydroxymethyl)-4-methylphenol. (Yield: 75 mol%) The obtained 2,6-bis(hydroxymethyl)-4-methylphenol was reacted in 250 ml of methanol in the presence of 0.375 wt% of platinum-alumina catalyst and hydrogen for 4 hours at 180° C. at 179 kg/cm2 -G, and 15 g of 2,4,6-trimethylphenol was... Starting materials: CCOC(=O)COc1ccc(Sc2cc(C#CCN3CCOCC3)cc(OCc3ccc(Cl)cc3)c2)cc1C, CCO, Cl, [Na+], [OH-]. The product is Cc1cc(Sc2cc(C#CCN3CCOCC3)cc(OCc3ccc(Cl)cc3)c2)ccc1OCC(=O)O. RXN SMILES: [CH2:1]([CH3:2])[O:3][C:4]([CH2:5][O:6][c:7]1[c:8]([CH3:38])[cH:9][c:10]([S:13][c:14]2[cH:15][c:16]([O:29][CH2:30][c:31]3[cH:32][cH:33][c:34]([Cl:37])[cH:35][cH:36]3)[cH:17][c:18]([C:20]#[C:21][CH2:22][N:23]3[CH2:24][CH2:25][O:26][CH2:27][CH2:28]3)[cH:19]2)[cH:11][cH:12]1)=[O:39].[CH3:43][CH2:44][OH:45].[ClH:42].[Na+:41].[OH-:40]>>[O:3]=[C:4]([CH2:5][O:6][c:7]1[c:8]([CH3:38])[cH:9][c:10]([S:13][c:14]2[cH:15][c:16]([O:29][CH2:30][c:31]3[cH:32][cH:33][c:34]([Cl:37])[cH:35][cH:36]3)[cH:17][c:18]([C:20]#[C:21][CH2:22][N:23]3[CH2:24][CH2:25][O:26][CH2:27][CH2:28]3)[cH:19]2)[cH:11][cH:12]1)[OH:39]. Product: Cc1cc(OCC(F)(F)F)cc(C(N)=O)n1. The reactants are O=C([O-])O, CCO, Cc1cc(OCC(F)(F)F)cc(C#N)n1, Cl, NO, [Na+]. RXN SMILES: [C:1]([O-:2])(=[O:3])[OH:4].[CH3:24][CH2:25][OH:26].[CH3:9][c:10]1[cH:11][c:12]([O:18][CH2:19][C:20]([F:21])([F:22])[F:23])[cH:13][c:14]([C:16]#[N:17])[n:15]1.[ClH:6].[NH2:7][OH:8].[Na+:5]>>[O:2]=[C:16]([c:14]1[cH:13][c:12]([O:18][CH2:19][C:20]([F:21])([F:22])[F:23])[cH:11][c:10]([CH3:9])[n:15]1)[NH2:17]. The reactants are OCCNC(OCC)=O (ethyl 2-hyroxyethylcarbamate), N1=CC=CC=C1 (pyridine), BrC(C(=O)Br)C (2-bromopropionyl bromide). Solvent: C(C)OCC (diethyl ether), C(C)OCC (diethyl ether). Conditions: time 45 minute. Yields the product BrC(C(=O)OCCNC(OCC)=O)C (ethyl 2-(2-bromopropionyloxy)-ethylcarbamate). As a reaction SMILES: [Br:1][CH:2]([CH3:6])[C:3](Br)=[O:4].[OH:7][CH2:8][CH2:9][NH:10][C:11](=[O:15])[O:12][CH2:13][CH3:14].N1C=CC=CC=1>C(OCC)C>[Br:1][CH:2]([CH3:6])[C:3]([O:7][CH2:8][CH2:9][NH:10][C:11](=[O:15])[O:12][CH2:13][CH3:14])=[O:4]. Reported procedure: A solution of 32.4 g of 2-bromopropionyl bromide in 70 ml of diethyl ether is added dropwise within one hour while cooling with ice to a solution, cooled to 0° C., of ethyl 2-hyroxyethylcarbamate and 13.1 g of pyridine in 80 ml of diethyl ether. The reaction mixture is then stirred at room temperature for 45 minutes. For the working-up, the mxture is filtered under suction through Celite and the filtrate is poured into water. The aqeuous phase is extracted twice with diethyl ether, and the combi...